This data is from the Open Reaction Database (ORD), a public repository of structured organic reaction records. The task is: describe an organic reaction: reactants, conditions, products, and yield The product is COC(C(C1=CC=C(C=C1)OCCCOC1=CC=C(C=C1)Cl)OC1=CC=C(C=C1)Cl)=O (Methyl(p-chlorophenoxy){p-[3-(p-chlorophenoxy)propoxy]phenyl}acetate). Procedure details: A mixture of 2.57 g of p-chlorophenol, 0.72 g of 60% sodium hydride-oil dispersion and 25 ml of tetrahydrofuran is stirred at room temperature for 90 minutes. To the mixture under argon is added 3.32 g of potassium iodide, 1 ml of hexamethylphosphoramide, and dropwise a solution of 7.5 g of methyl bromo{p-[3-(p-chlorphenoxy)propoxy]phenyl}acetate. The mixture is stirred at room temperature for 1 hour and refluxed for 18 hours. The mixture is poured into 500 ml of ice-water containing 1.2 ml of a... Yield: 95.7%. The reactants are [I-].[K+] (potassium iodide), ice water, BrC(C(=O)OC)C1=CC=C(C=C1)OCCCOC1=CC=C(C=C1)Cl (methyl bromo{p-[3-(p-chlorphenoxy)propoxy]phenyl}acetate), ClC1=CC=C(C=C1)O (p-chlorophenol), [H-].[Na+] (sodium hydride). Solvent: CN(P(=O)(N(C)C)N(C)C)C (hexamethylphosphoramide), C(C)(=O)O (acetic acid), O1CCCC1 (tetrahydrofuran). Run at time 90 minute. As a reaction SMILES: [Cl:1][C:2]1[CH:7]=[CH:6][C:5]([OH:8])=[CH:4][CH:3]=1.[H-].[Na+].[I-].[K+].Br[CH:14]([C:19]1[CH:24]=[CH:23][C:22]([O:25][CH2:26][CH2:27][CH2:28][O:29][C:30]2[CH:35]=[CH:34][C:33]([Cl:36])=[CH:32][CH:31]=2)=[CH:21][CH:20]=1)[C:15]([O:17][CH3:18])=[O:16]>C(O)(=O)C.CN(C)P(N(C)C)(N(C)C)=O.O1CCCC1>[CH3:18][O:17][C:15](=[O:16])[CH:14]([O:8][C:5]1[CH:6]=[CH:7][C:2]([Cl:1])=[CH:3][CH:4]=1)[C:19]1[CH:24]=[CH:23][C:22]([O:25][CH2:26][CH2:27][CH2:28][O:29][C:30]2[CH:35]=[CH:34][C:33]([Cl:36])=[CH:32][CH:31]=2)=[CH:21][CH:20]=1 |f:1.2,3.4|. Reactants: CN(C)CC(CC(=O)OCc1ccccc1)NC(=O)CCCCCCCOCc1ccc(F)c(F)c1, [Pd]. The product is CN(C)CC(CC(=O)O)NC(=O)CCCCCCCOCc1ccc(F)c(F)c1. Reaction SMILES: [CH2:1]([c:2]1[cH:3][cH:4][cH:5][cH:6][cH:7]1)[O:8][C:9]([CH2:10][CH:11]([CH2:12][N:13]([CH3:14])[CH3:15])[NH:16][C:17]([CH2:18][CH2:19][CH2:20][CH2:21][CH2:22][CH2:23][CH2:24][O:25][CH2:26][c:27]1[cH:28][c:29]([F:34])[c:30]([F:33])[cH:31][cH:32]1)=[O:35])=[O:36].[Pd:37]>>[O:8]=[C:9]([CH2:10][CH:11]([CH2:12][N:13]([CH3:14])[CH3:15])[NH:16][C:17]([CH2:18][CH2:19][CH2:20][CH2:21][CH2:22][CH2:23][CH2:24][O:25][CH2:26][c:27]1[cH:28][c:29]([F:34])[c:30]([F:33])[cH:31][cH:32]1)=[O:35])[OH:36]. The reactants are CCOC(=O)C(C)(NC(=O)c1ccc(Sc2ccc(NC(=O)OC(C)(C)C)cc2)c(Nc2ncnc3nc(C(C)C)ccc23)c1)c1ccccc1, ClCCl, O=C(O)C(F)(F)F. Product: CCOC(=O)C(C)(NC(=O)c1ccc(Sc2ccc(N)cc2)c(Nc2ncnc3nc(C(C)C)ccc23)c1)c1ccccc1. Reaction SMILES: [C:1]([O:2][C:3](=[O:4])[NH:8][c:9]1[cH:10][cH:11][c:12]([S:15][c:16]2[c:17]([NH:38][c:39]3[c:40]4[c:41]([n:42][cH:43][n:44]3)[n:45][c:46]([CH:49]([CH3:50])[CH3:51])[cH:47][cH:48]4)[cH:18][c:19]([C:20](=[O:21])[NH:22][C:23]([C:24](=[O:25])[O:26][CH2:27][CH3:28])([CH3:29])[c:30]3[cH:31][cH:32][cH:33][cH:34][cH:35]3)[cH:36][cH:37]2)[cH:13][cH:14]1)([CH3:5])([CH3:6])[CH3:7].[Cl:59][CH2:60][Cl:61].[OH:52][C:53]([C:54]([F:55])([F:56])[F:57])=[O:58]>>[NH2:8][c:9]1[cH:10][cH:11][c:12]([S:15][c:16]2[c:17]([NH:38][c:39]3[c:40]4[c:41]([n:42][cH:43][n:44]3)[n:45][c:46]([CH:49]([CH3:50])[CH3:51])[cH:47][cH:48]4)[cH:18][c:19]([C:20](=[O:21])[NH:22][C:23]([C:24](=[O:25])[O:26][CH2:27][CH3:28])([CH3:29])[c:30]3[cH:31][cH:32][cH:33][cH:34][cH:35]3)[cH:36][cH:37]2)[cH:13][cH:14]1. Reactants: ClC1=CC=C(C=C1)N(C(=O)NC)O (1-(4-chlorophenyl)-1-hydroxy-3-methylurea), N1=CC=CC=C1 (pyridine), ClC(=O)OC (Methyl chloroformate). Solvent: C(C)(C)O (isopropyl alcohol). Yields the product ClC1=CC=C(C=C1)N(C(=O)NC)OC(=O)OC (1-(4-chlorophenyl)-1-methoxycarbonyloxy-3-methylurea). As a reaction SMILES: [Cl:1][C:2]1[CH:7]=[CH:6][C:5]([N:8]([OH:13])[C:9]([NH:11][CH3:12])=[O:10])=[CH:4][CH:3]=1.N1C=CC=CC=1.Cl[C:21]([O:23][CH3:24])=[O:22]>C(O)(C)C>[Cl:1][C:2]1[CH:3]=[CH:4][C:5]([N:8]([O:13][C:21]([O:23][CH3:24])=[O:22])[C:9]([NH:11][CH3:12])=[O:10])=[CH:6][CH:7]=1. Procedure: A solution of 1-(4-chlorophenyl)-1-hydroxy-3-methylurea (10 grams; 0.05 mol) in isopropyl alcohol (40 ml), and pyridine (6 ml) were charged into a glass reaction flask equipped with a mechanical stirrer. Methyl chloroformate (5 ml; 0.06 mol) was added to the flask with stirring, at a temperature of about 10° to 15°C. After the addition was completed the reaction mixture was stirred for an additional one-half hour resulting in the formation of a precipitate. After this time, the reaction mixture ... The reactants are [H-].[Na+] (sodium hydride), C(C)(C)[Si](S)(C(C)C)C(C)C (triisopropylsilanethiol), BrC=1C=C(C(=O)OCC)C=CC1C (ethyl 3-bromo-4-methylbenzoate). The reagents and catalysts are C=1C=CC(=CC1)[P](C=2C=CC=CC2)(C=3C=CC=CC3)[Pd]([P](C=4C=CC=CC4)(C=5C=CC=CC5)C=6C=CC=CC6)([P](C=7C=CC=CC7)(C=8C=CC=CC8)C=9C=CC=CC9)[P](C=1C=CC=CC1)(C=1C=CC=CC1)C=1C=CC=CC1 (tetrakis(triphenylphosphine)palladium(0)). Run in C1CCOC1 (THF). Conditions: time 30 minute. Yields the product C(C)OC(C1=CC(=C(C=C1)C)S[Si](C(C)C)(C(C)C)C(C)C)=O (4-Methyl-3-triisopropylsilanylsulfanyl-benzoic acid ethyl ester). Reaction SMILES: [CH:1]([Si:4]([CH:9]([CH3:11])[CH3:10])([CH:6]([CH3:8])[CH3:7])[SH:5])([CH3:3])[CH3:2].[H-].[Na+].Br[C:15]1[CH:16]=[C:17]([CH:23]=[CH:24][C:25]=1[CH3:26])[C:18]([O:20][CH2:21][CH3:22])=[O:19]>C1COCC1.C1C=CC([P]([Pd]([P](C2C=CC=CC=2)(C2C=CC=CC=2)C2C=CC=CC=2)([P](C2C=CC=CC=2)(C2C=CC=CC=2)C2C=CC=CC=2)[P](C2C=CC=CC=2)(C2C=CC=CC=2)C2C=CC=CC=2)(C2C=CC=CC=2)C2C=CC=CC=2)=CC=1>[CH2:21]([O:20][C:18](=[O:19])[C:17]1[CH:23]=[CH:24][C:25]([CH3:26])=[C:15]([S:5][Si:4]([CH:1]([CH3:3])[CH3:2])([CH:6]([CH3:8])[CH3:7])[CH:9]([CH3:11])[CH3:10])[CH:16]=1)[CH3:22] |f:1.2,^1:35,37,56,75|. Procedure: To a 0° C. stirred solution of triisopropylsilanethiol (14.28 mmol, 3.07 mL) in THF was added sodium hydride (14.28 mmol, 0.57 g of a 60 wt % dispersion in mineral oil). After 30 min, the mixture was added to a solution of ethyl 3-bromo-4-methylbenzoate (10.99 mmol, 2.67 g) at room temperature, followed by tetrakis(triphenylphosphine)palladium(0) (0.55 mmol, 0.64 g). The resulting mixture was warmed to reflux and stirred for 18 hours, then cooled to room temperature and subjected to standard aqu...